The task is: describe an organic reaction: reactants, conditions, products, and yield. This data is from the Open Reaction Database (ORD), a public repository of structured organic reaction records. Reactants: C[Si]([O-])(C)C.[K+] (Potassium trimethyl silanolate), C1(CC1)S(=O)(=O)N1C(N(C2=C1C1=C(C=CO1)C(=C2F)F)C2=C(C=C(C=C2)I)F)=O (1-(cyclopropylsulfonyl)-4,5-difluoro-3-(2-fluoro-4-iodophenyl)-1H-benzofuro[6,7-d]imidazol-2(3H)-one), C(C)(=O)OCC (ethyl acetate). Run in CCCCCC (hexane), C1CCOC1 (THF), C(Cl)Cl (DCM). Run at temperature 27.5 celsius, time 4 hour. Product: FC1=C(C(=C(C2=C1C=CO2)NS(=O)(=O)C2CC2)NC2=C(C=C(C=C2)I)F)F (Cyclopropane sulfonic acid [4,5-difluoro-6-(2-fluoro-4-iodo-phenylamino)-benzofuran-7-yl]amide). The yield is 65.7%. RXN SMILES: C[Si](C)(C)[O-].[K+].[CH:7]1([S:10]([N:13]2[C:17]3[C:18]4[O:22][CH:21]=[CH:20][C:19]=4[C:23]([F:26])=[C:24]([F:25])[C:16]=3[N:15]([C:27]3[CH:32]=[CH:31][C:30]([I:33])=[CH:29][C:28]=3[F:34])C2=O)(=[O:12])=[O:11])[CH2:9][CH2:8]1.C(OCC)(=O)C>C1COCC1.CCCCCC.C(Cl)Cl>[F:26][C:23]1[C:19]2[CH:20]=[CH:21][O:22][C:18]=2[C:17]([NH:13][S:10]([CH:7]2[CH2:8][CH2:9]2)(=[O:12])=[O:11])=[C:16]([NH:15][C:27]2[CH:32]=[CH:31][C:30]([I:33])=[CH:29][C:28]=2[F:34])[C:24]=1[F:25] |f:0.1|. Reported procedure: Potassium trimethyl silanolate (0.019 g, 0.1498 mmol) was added to a solution of 1-(cyclopropylsulfonyl)-4,5-difluoro-3-(2-fluoro-4-iodophenyl)-1H-benzofuro[6,7-d]imidazol-2(3H)-one (0.04 g, 0.0749 mmol) in THF (5 mL) at 0° C. The reaction mass was stirred for 4 hours at 20-35° C. The reaction was monitored by TLC (25% ethyl acetate in hexane). The reaction mass was diluted with DCM (50 mL) and partitioned between water and DCM. The organic layer was washed with water, brine solution and concent... Reactants: CCO, COC1c2ccccc2C2CNCC21, CCC=O, Cl. Yields the product CCCN1CC2c3ccccc3C(OC)C2C1, Cl. Reaction SMILES: [CH3:20][CH2:21][OH:22].[CH3:2][O:3][CH:4]1[c:5]2[cH:6][cH:7][cH:8][cH:9][c:10]2[CH:11]2[CH2:12][NH:13][CH2:14][CH:15]12.[CH:16]([CH2:17][CH3:18])=[O:19].[ClH:1]>>[CH3:2][O:3][CH:4]1[c:5]2[cH:6][cH:7][cH:8][cH:9][c:10]2[CH:11]2[CH2:12][N:13]([CH2:16][CH2:17][CH3:18])[CH2:14][CH:15]12.[ClH:1]. Starting materials: CCOC(=O)c1cccc(C2CCN(C(=O)Cn3nc(C(F)(F)F)cc3C)CC2)c1, CO, [Na+], [OH-]. The product is Cc1cc(C(F)(F)F)nn1CC(=O)N1CCC(c2cccc(C(=O)O)c2)CC1. As a reaction SMILES: [CH2:1]([CH3:2])[O:3][C:4]([c:5]1[cH:6][c:7]([CH:11]2[CH2:12][CH2:13][N:14]([C:17]([CH2:18][n:19]3[n:20][c:21]([C:25]([F:26])([F:27])[F:28])[cH:22][c:23]3[CH3:24])=[O:29])[CH2:15][CH2:16]2)[cH:8][cH:9][cH:10]1)=[O:30].[CH3:33][OH:34].[Na+:32].[OH-:31]>>[O:3]=[C:4]([c:5]1[cH:6][c:7]([CH:11]2[CH2:12][CH2:13][N:14]([C:17]([CH2:18][n:19]3[n:20][c:21]([C:25]([F:26])([F:27])[F:28])[cH:22][c:23]3[CH3:24])=[O:29])[CH2:15][CH2:16]2)[cH:8][cH:9][cH:10]1)[OH:30]. Starting materials: ClCCCN1C(C2=CC=CC=C2C(=C1)C1=CC=CC=C1)=O (2-(3-chloropropyl)-4-phenyl-1(2H)-isoquinolone), C([O-])([O-])=O.[K+].[K+] (potassium carbonate). The solvent is N1CCCCC1 (piperidine). Product: N1(CCCCC1)CCCN1C(C2=CC=CC=C2C(=C1)C1=CC=CC=C1)=O (2-(3-piperidinopropyl)-4-phenyl-1(2H)-isoquinolone). The yield is 180.0%. RXN SMILES: Cl[CH2:2][CH2:3][CH2:4][N:5]1[CH:14]=[C:13]([C:15]2[CH:20]=[CH:19][CH:18]=[CH:17][CH:16]=2)[C:12]2[C:7](=[CH:8][CH:9]=[CH:10][CH:11]=2)[C:6]1=[O:21].C(=O)([O-])[O-].[K+].[K+]>N1CCCCC1>[N:5]1([CH2:2][CH2:3][CH2:4][N:5]2[CH:14]=[C:13]([C:15]3[CH:20]=[CH:19][CH:18]=[CH:17][CH:16]=3)[C:12]3[C:7](=[CH:8][CH:9]=[CH:10][CH:11]=3)[C:6]2=[O:21])[CH2:14][CH2:13][CH2:12][CH2:7][CH2:6]1 |f:1.2.3|. Procedure details: Then, 14.9 g of 2-(3-chloropropyl)-4-phenyl-1(2H)-isoquinolone, 7 g of anhydrous potassium carbonate and 40 ml of piperidine were mixed and heated at reflux for 5 hours. Thereafter, any excess of piperidine was distilled off and the residue was dissolved in dichloromethane. The solution was washed with water, dried and the solvent was distilled off. The resulting crystals were recrystallized from a mixture of diethyl ether and petroleum ether to obtain 15.6 g of 2-(3-piperidinopropyl)-4-phenyl-1...